This data is from the Open Reaction Database (ORD), a public repository of structured organic reaction records. The task is: describe an organic reaction: reactants, conditions, products, and yield Reactants: COc1cccc(C(Oc2ccc3c(cnn3-c3ccc(F)cc3)c2)C(C)N)c1, O=C(O)c1ccncn1. Yields the product COc1cccc(C(Oc2ccc3c(cnn3-c3ccc(F)cc3)c2)C(C)NC(=O)c2ccncn2)c1. RXN SMILES: [F:1][c:2]1[cH:3][cH:4][c:5](-[n:8]2[n:9][cH:10][c:11]3[cH:12][c:13]([O:17][CH:18]([CH:19]([CH3:20])[NH2:21])[c:22]4[cH:23][c:24]([O:28][CH3:29])[cH:25][cH:26][cH:27]4)[cH:14][cH:15][c:16]23)[cH:6][cH:7]1.[n:30]1[cH:31][n:32][c:33]([C:36](=[O:37])[OH:38])[cH:34][cH:35]1>>[F:1][c:2]1[cH:3][cH:4][c:5](-[n:8]2[n:9][cH:10][c:11]3[cH:12][c:13]([O:17][CH:18]([CH:19]([CH3:20])[NH:21][C:36]([c:33]4[n:32][cH:31][n:30][cH:35][cH:34]4)=[O:37])[c:22]4[cH:23][c:24]([O:28][CH3:29])[cH:25][cH:26][cH:27]4)[cH:14][cH:15][c:16]23)[cH:6][cH:7]1.